Dataset: the Open Reaction Database (ORD), a public repository of structured organic reaction records. Task: describe an organic reaction: reactants, conditions, products, and yield Reactants: CC1=NC2(CCOc3ccc(Br)cc32)N=C1N, OB(O)c1cncc(Cl)c1, [K+], [K+], O=C([O-])[O-], C1COCCO1. The product is CC1=NC2(CCOc3ccc(-c4cncc(Cl)c4)cc32)N=C1N. RXN SMILES: [Br:1][c:2]1[cH:3][c:4]2[c:9]([cH:10][cH:11]1)[O:8][CH2:7][CH2:6][C:5]21[N:12]=[C:13]([CH3:17])[C:14]([NH2:16])=[N:15]1.[Cl:18][c:19]1[cH:20][c:21]([B:25]([OH:26])[OH:27])[cH:22][n:23][cH:24]1.[K+:28].[K+:29].[O-:30][C:31]([O-:32])=[O:33].[O:34]1[CH2:35][CH2:36][O:37][CH2:38][CH2:39]1>>[c:2]1(-[c:21]2[cH:20][c:19]([Cl:18])[cH:24][n:23][cH:22]2)[cH:3][c:4]2[c:9]([cH:10][cH:11]1)[O:8][CH2:7][CH2:6][C:5]21[N:12]=[C:13]([CH3:17])[C:14]([NH2:16])=[N:15]1. The reactants are C(CCC)[Li] (butyllithium), C1(CCCCC1)NC(C)C (cyclohexylisopropylamine), Cl (hydrochloric acid), C(C)(=O)OCC (ethyl acetate), C(CCCCCCCCCCCCCCC)(=O)Cl (palmitoyl chloride). Solvent: C(C)OCC (diethyl ether), CCCCCC (hexane), O1CCCC1 (tetrahydrofuran). Reaction conditions: temperature 0 celsius, time 10 minute. The product is O=C(CC(=O)OCC)CCCCCCCCCCCCCCC (Ethyl 3-oxostearate). Reaction SMILES: C([Li])CCC.C1(NC(C)C)CCCCC1.[C:16](Cl)(=[O:32])[CH2:17][CH2:18][CH2:19][CH2:20][CH2:21][CH2:22][CH2:23][CH2:24][CH2:25][CH2:26][CH2:27][CH2:28][CH2:29][CH2:30][CH3:31].Cl.[C:35]([O:38][CH2:39][CH3:40])(=[O:37])[CH3:36]>CCCCCC.O1CCCC1.C(OCC)C>[O:32]=[C:16]([CH2:17][CH2:18][CH2:19][CH2:20][CH2:21][CH2:22][CH2:23][CH2:24][CH2:25][CH2:26][CH2:27][CH2:28][CH2:29][CH2:30][CH3:31])[CH2:36][C:35]([O:38][CH2:39][CH3:40])=[O:37]. Procedure: 502 ml of a 15.12% by weight solution of butyllithium in hexane was added dropwise at -78° C. over a period of 30 minutes to a solution of 128 ml of cyclohexylisopropylamine in 800 ml of tetrahydrofuran. After the addition was complete, the reaction mixture was allowed to warm up to 0° C. over a period of 30 minutes. It was then again cooled to -78° C., after which 38 ml of ethyl acetate were added over a period of 5 minutes. The mixture was then stirred at the same temperature for 10 minutes, a... The reactants are [H-].[H-].[H-].[H-].[Li+].[Al+3] (LiAlH4), C(C1=CC=CC=C1)N1[C@H]2[C@H](OCC1=O)CCC2(F)F (trans-4-benzyl-5,5-difluorohexahydrocyclopenta[b][1,4]oxazin-3(2H)-one), O (water). Solvent: C1CCOC1 (THF). Conditions: temperature 70 celsius. Product: C(C1=CC=CC=C1)N1[C@H]2[C@H](OCC1)CCC2(F)F (trans-4-benzyl-5,5-difluorooctahydrocyclopenta[b][1,4]oxazine). RXN SMILES: [H-].[H-].[H-].[H-].[Li+].[Al+3].[CH2:7]([N:14]1[C:19](=O)[CH2:18][O:17][C@@H:16]2[CH2:21][CH2:22][C:23]([F:25])([F:24])[C@@H:15]12)[C:8]1[CH:13]=[CH:12][CH:11]=[CH:10][CH:9]=1.O>C1COCC1>[CH2:7]([N:14]1[CH2:19][CH2:18][O:17][C@@H:16]2[CH2:21][CH2:22][C:23]([F:25])([F:24])[C@@H:15]12)[C:8]1[CH:9]=[CH:10][CH:11]=[CH:12][CH:13]=1 |f:0.1.2.3.4.5|. Procedure details: LiAlH4 (176 mg, 4.63 mmol) was added to a solution of trans-4-benzyl-5,5-difluorohexahydrocyclopenta[b][1,4]oxazin-3(2H)-one (550 mg, 2.05 mmol) in THF (15 mL) at 0° C. The reaction mixture was heated at 70° C. for 2 hours and then cooled to room temperature. 5 mL of water was added slowly to quench the reaction and then the reaction was extracted with EtOAc (100 mL). The organic layer was washed with brine (50 mL), dried over anhydrous Na2SO4, and concentrated under reduced pressure. Purificati... Reactants: C(=O)(C(F)(F)F)O (TFA), C(C)(=O)NC=1C=C(C=CC1)C=1CCN(CC1)CCCNC(OC(C)(C)C)=O (tert-butyl N-(3-{4-[3-(acetylamino)phenyl]-1,2,3,6-tetrahydro-1-pyridinyl}propyl)carbamate), C(=O)(O)[O-].[Na+] (NaHCO3). Solvent: ClCCl (dichloromethane), C(Cl)Cl (CH2Cl2). Yields the product NCCCN1CCC(=CC1)C=1C=C(C=CC1)NC(C)=O (N1-{3-[1-(3-AMINOPROPYL)-1,2,3,6-TETRAHYDRO-4-PYRIDINYL]PHENYL}ACETAMIDE). Reaction SMILES: C(O)(C(F)(F)F)=O.[C:8]([NH:11][C:12]1[CH:13]=[C:14]([C:18]2[CH2:19][CH2:20][N:21]([CH2:24][CH2:25][CH2:26][NH:27]C(=O)OC(C)(C)C)[CH2:22][CH:23]=2)[CH:15]=[CH:16][CH:17]=1)(=[O:10])[CH3:9].C([O-])(O)=O.[Na+]>ClCCl>[NH2:27][CH2:26][CH2:25][CH2:24][N:21]1[CH2:20][CH:19]=[C:18]([C:14]2[CH:13]=[C:12]([NH:11][C:8](=[O:10])[CH3:9])[CH:17]=[CH:16][CH:15]=2)[CH2:23][CH2:22]1 |f:2.3|. Procedure: A 1:1 solution of TFA:CH2Cl2 (5 mL) was added to tert-butyl N-(3-{4-[3-(acetylamino)phenyl]-1,2,3,6-tetrahydro-1-pyridinyl}propyl)carbamate in dichloromethane (5 mL). The resulting solution was stirred at room temperature for 1–3 days, saturated NaHCO3 was added until pH>6, the organic layer was separated, and dried in vacuo, giving the desired product (45 mg): 1H NMR (CDCl3) δ 7.68 (br, 1H), 7.35 (dm, 1H, J=7.8 Hz), 7.25 (apparent t, 1H, J=7.8 Hz), 7.15 (dm, 1H, J=7.8 Hz), 6.12 (m, 1H), 3.22 (m... Starting materials: FC=1C=C(C(=O)O)C=CC1[N+](=O)[O-] (3-fluoro-4-nitrobenzoic acid), ClC1=C(CN)C=CC(=C1)Cl (2,4-dichlorobenzyl-amine), C1(=CC=CC=C1)C (toluene), O (water). Run in C(C)(=O)OCC (ethyl acetate). Yields the product ClC1=C(CNC=2C=C(C(=O)O)C=CC2[N+](=O)[O-])C=CC(=C1)Cl (3-(2,4-dichlorobenzyl-amino)-4-nitrobenzoic acid). As a reaction SMILES: F[C:2]1[CH:3]=[C:4]([CH:8]=[CH:9][C:10]=1[N+:11]([O-:13])=[O:12])[C:5]([OH:7])=[O:6].[Cl:14][C:15]1[CH:22]=[C:21]([Cl:23])[CH:20]=[CH:19][C:16]=1[CH2:17][NH2:18].C1(C)C=CC=CC=1.O>C(OCC)(=O)C>[Cl:14][C:15]1[CH:22]=[C:21]([Cl:23])[CH:20]=[CH:19][C:16]=1[CH2:17][NH:18][C:2]1[CH:3]=[C:4]([CH:8]=[CH:9][C:10]=1[N+:11]([O-:13])=[O:12])[C:5]([OH:7])=[O:6]. Procedure details: A mixture of 3-fluoro-4-nitrobenzoic acid (5.20 g), 2,4-dichlorobenzyl-amine (14.8 g) and toluene (35 ml) was refluxed under heating for 24 hr. The mixture was heated to room temperature, and water and ethyl acetate were added. The mixture was stirred and precipitated crystals were collected by filtration. The chloroform layer of the filtrate was separated and the solvent was distilled away. Ether was added to the residue and the precipitated crystals were collected by filtration. The crystals w... Reactants: C(C)(C)(C)OC(COC1=C(C=C(C=C1)Cl)C#C)=O (tert-butyl(4-chloro-2-ethynylphenoxy)acetate), C(C1=CC=CC=C1)S(=O)(=O)C1=CC(=C(C=C1)C)Br (4-(benzylsulfonyl)-2-bromo-1-methylbenzene), C(C)(C)(C)OC(COC1=C(C=C(C=C1)Cl)C#C)=O (tert-butyl(4-chloro-2-ethynylphenoxy)acetate), C(C1=CC=CC=C1)S(=O)(=O)C1=CC(=C(C=C1)C)Br (4-(benzylsulfonyl)-2-bromo-1-methylbenzene). The product is C(C1=CC=CC=C1)S(=O)(=O)C=1C=CC(=C(C1)C#CC1=C(OCC(=O)O)C=CC(=C1)Cl)C ((2-{[5-(benzylsulfonyl)-2-methylphenyl]ethynyl}-4-chlorophenoxy)acetic acid). RXN SMILES: C([O:5][C:6](=[O:18])[CH2:7][O:8][C:9]1[CH:14]=[CH:13][C:12]([Cl:15])=[CH:11][C:10]=1[C:16]#[CH:17])(C)(C)C.[CH2:19]([S:26]([C:29]1[CH:34]=[CH:33][C:32]([CH3:35])=[C:31](Br)[CH:30]=1)(=[O:28])=[O:27])[C:20]1[CH:25]=[CH:24][CH:23]=[CH:22][CH:21]=1>>[CH2:19]([S:26]([C:29]1[CH:34]=[CH:33][C:32]([CH3:35])=[C:31]([C:17]#[C:16][C:10]2[CH:11]=[C:12]([Cl:15])[CH:13]=[CH:14][C:9]=2[O:8][CH2:7][C:6]([OH:5])=[O:18])[CH:30]=1)(=[O:28])=[O:27])[C:20]1[CH:21]=[CH:22][CH:23]=[CH:24][CH:25]=1. Reported procedure: Following the general method as outlined in Example 37, starting from tert-butyl(4-chloro-2-ethynyl phenoxy)acetate (Intermediate 3) and 4-(benzylsulfonyl)-2-bromo-1-methylbenzene (Intermediate 69), the title compound was obtained as a yellow solid. Product: O=[N+]([O-])CCc1ccc(OCc2ccccc2)nc1. The reactants are [BH4-], O=[N+]([O-])C=Cc1ccc(OCc2ccccc2)nc1, CC(=O)O, CS(C)=O, [Na+]. As a reaction SMILES: [BH4-:24].[CH2:1]([c:2]1[cH:3][cH:4][cH:5][cH:6][cH:7]1)[O:8][c:9]1[n:10][cH:11][c:12]([CH:15]=[CH:16][N+:17](=[O:18])[O-:19])[cH:13][cH:14]1.[CH3:20][C:21](=[O:22])[OH:23].[CH3:26][S:27](=[O:28])[CH3:29].[Na+:25]>>[CH2:1]([c:2]1[cH:3][cH:4][cH:5][cH:6][cH:7]1)[O:8][c:9]1[n:10][cH:11][c:12]([CH2:15][CH2:16][N+:17](=[O:18])[O-:19])[cH:13][cH:14]1. Reactants: O=C([O-])[O-], CCOC(=O)c1cc2cc(OC3CCN(C(C)C)CC3)c(Br)cc2n1C(C)CNC(=O)OC(C)(C)C, ClCCl, [K+], [K+], O, O=C(O)C(F)(F)F. Yields the product CC(C)N1CCC(Oc2cc3cc4n(c3cc2Br)C(C)CNC4=O)CC1. RXN SMILES: [C:44](=[O:45])([O-:46])[O-:47].[CH2:1]([O:2][C:3]([c:6]1[n:7]([CH:26]([CH2:27][NH:28][C:29]([O:31][C:4]([CH3:5])([CH3:30])[CH3:32])=[O:33])[CH3:36])[c:8]2[cH:9][c:10]([Br:25])[c:11]([O:15][CH:16]3[CH2:17][CH2:18][N:19]([CH:22]([CH3:23])[CH3:24])[CH2:20][CH2:21]3)[cH:12][c:13]2[cH:14]1)=[O:34])[CH3:35].[Cl:50][CH2:51][Cl:52].[K+:48].[K+:49].[OH2:53].[OH:37][C:38]([C:39]([F:40])([F:41])[F:42])=[O:43]>>[c:6]12[n:7]([c:8]3[cH:9][c:10]([Br:25])[c:11]([O:15][CH:16]4[CH2:17][CH2:18][N:19]([CH:22]([CH3:23])[CH3:24])[CH2:20][CH2:21]4)[cH:12][c:13]3[cH:14]1)[CH:26]([CH3:36])[CH2:27][NH:28][C:29]2=[O:31]. Reactants: BrC=1C=CC=2C3=C(C=NC2C1)N=C(N3[C@H](CO[Si](C)(C)C(C)(C)C)C)CCl (7-bromo-1-((1S)-2-{[tert-butyl(dimethyl)silyl]oxy}-1-methylethyl)-2-(chloromethyl)-1H-imidazo[4,5-c]quinoline), 2-L, C(=O)([O-])[O-].[K+].[K+] (K2CO3), solution, [F-].C(CCC)[N+](CCCC)(CCCC)CCCC (tetrabutylammonium fluoride), C1CCOC1 (THF). The solvent is ClCCCl (1,2-dichloroethane), CO.C(Cl)Cl (methanol CH2Cl2), O (H2O). Reaction conditions: temperature 1 celsius, time 2 day. Yields the product BrC1=CC=C2C3=C(C=NC2=C1)N=C1N3[C@H](COC1)C ((11S)-3-bromo-11-methyl-10,11-dihydro-8H-[1,4]oxazino[4′,3′:1,2]imidazo[4,5-c]quinoline). The yield is 48.5%. As a reaction SMILES: [Br:1][C:2]1[CH:3]=[CH:4][C:5]2[C:6]3[N:14]([C@@H:15]([CH3:25])[CH2:16][O:17][Si](C(C)(C)C)(C)C)[C:13]([CH2:26]Cl)=[N:12][C:7]=3[CH:8]=[N:9][C:10]=2[CH:11]=1.[F-].C([N+](CCCC)(CCCC)CCCC)CCC.C1COCC1.C([O-])([O-])=O.[K+].[K+]>CO.C(Cl)Cl.O.ClCCCl>[Br:1][C:2]1[CH:11]=[C:10]2[C:5]([C:6]3[N:14]4[C@@H:15]([CH3:25])[CH2:16][O:17][CH2:26][C:13]4=[N:12][C:7]=3[CH:8]=[N:9]2)=[CH:4][CH:3]=1 |f:1.2,4.5.6,7.8|. Procedure: A 2-L, three-necked, Morton flask, equipped with mechanical stirrer, was charged with 7-bromo-1-((1S)-2-{[tert-butyl(dimethyl)silyl]oxy}-1-methylethyl)-2-(chloromethyl)-1H-imidazo[4,5-c]quinoline (38.0 g, 81.0 mmol) and 1,2-dichloroethane (900 mL) and the mixture was cooled to 1° C. A 1.0 M solution of tetrabutylammonium fluoride in THF (90 mL, 90 mmol) was slowly added over 1.5 hours. The reaction temperature was maintained at 1-2° C. during addition. The reaction was allowed to slowly warm to ... Starting materials: C(=O)(O)[O-].[Na+] (NaHCO3), C1=CC=CC=2OCC3=C(C(C21)=CCO)C=CC=C3 (2-[6,11-dihydro-dibenz[b,e]oxepin-11-ylidene]-ethanol), BrN1C(CCC1=O)=O (N-bromosuccinimide), C(C)O (ethanol). Run in ClCCl (dichloromethane). Yields the product BrC(CO)C1(C2=C(OCC3=C1C=CC=C3)C=CC=C2)OCC (2-bromo-2-[6,11-dihydro-11-ethoxy-dibenz[b,e]oxepin-11-yl]-ethanol). Yield: 86.4%. As a reaction SMILES: [CH:1]1[C:11]2[C:10](=[CH:12][CH2:13][OH:14])[C:9]3[CH:15]=[CH:16][CH:17]=[CH:18][C:8]=3[CH2:7][O:6][C:5]=2[CH:4]=[CH:3][CH:2]=1.[CH2:19]([OH:21])[CH3:20].[Br:22]N1C(=O)CCC1=O.C([O-])(O)=O.[Na+]>ClCCl>[Br:22][CH:12]([C:10]1([O:21][CH2:19][CH3:20])[C:9]2[CH:15]=[CH:16][CH:17]=[CH:18][C:8]=2[CH2:7][O:6][C:5]2[CH:4]=[CH:3][CH:2]=[CH:1][C:11]1=2)[CH2:13][OH:14] |f:3.4|. Procedure details: Dissolved 2-[6,11-dihydro-dibenz[b,e]oxepin-11-ylidene]-ethanol (10.90 g, 0.0457 mol) in 175 mL of dichloromethane. Added ethanol (21.07 g, 26.8 mL, 0.457 mol), and cooled to 0° C. under a nitrogen atmosphere. Added N-bromosuccinimide (8.96 g, 0.0503 mol) portionwise. Warmed slowly to room temperature over 60 mins. Added 200 mL of saturated NaHCO3, and separated layers. Extracted aqueous solution with dichloromethane. Dried combined organic extracts with MgSO4, filtered, and evaporated. Purified...